This data is from the Open Reaction Database (ORD), a public repository of structured organic reaction records. The task is: describe an organic reaction: reactants, conditions, products, and yield Starting materials: FC1=C(N)C(=CC=C1F)[N+](=O)[O-] (2,3-Difluoro-6-nitroaniline), ClN1C(CCC1=O)=O (N-chlorosuccinimide), ice water. Solvent: CN(C=O)C (N,N-dimethylformamide). Reaction conditions: temperature 85 celsius. Yields the product ClC1=C(C(=C(N)C(=C1)[N+](=O)[O-])F)F (4-Chloro-2,3-difluoro-6-nitroaniline). As a reaction SMILES: [F:1][C:2]1[C:8]([F:9])=[CH:7][CH:6]=[C:5]([N+:10]([O-:12])=[O:11])[C:3]=1[NH2:4].[Cl:13]N1C(=O)CCC1=O>CN(C)C=O>[Cl:13][C:7]1[CH:6]=[C:5]([N+:10]([O-:12])=[O:11])[C:3]([NH2:4])=[C:2]([F:1])[C:8]=1[F:9]. Procedure: 2,3-Difluoro-6-nitroaniline (15.4 g, 88.7 mmol), N-chlorosuccinimide (14.9 g, 111.4 mmol) and N,N-dimethylformamide (250 mL) were combined and were heated to 80-90° C. for several hours, after which time the mixture was poured into ice water. The product was extracted with ethyl acetate which was then washed with water, saturated aqueous sodium chloride, dried over magnesium sulfate, filtered and the solvents were removed in vacuo to leave a yellow, viscous oil. 1H NMR (DMSO-d6) δ: 8.03 (dd, J=7... Reactants: C(#N)[C@H](C1=CC(=CC=C1)OC1=CC=CC=C1)O ((S)α-cyano-3-phenoxy-benzyl alcohol), N1=CC=CC=C1 (pyridine), C1(CCCCC1)N=C=NC1CCCCC1 (dicyclohexylcarbodiimide), CC1([C@@H]([C@@H]1\C=C(\C(=O)OCC)/F)C(=O)O)C ((1R,cis) 2,2-dimethyl-3(Z)-[2-fluoro-2-ethoxycarbonyl-ethenyl]-cyclopropane-1-carboxylic acid). Reagents/catalysts: CN(C1=CC=NC=C1)C (4-dimethylamino-pyridine). Solvent: C(Cl)Cl (methylene chloride), C(Cl)Cl (methylene chloride). Reaction conditions: temperature 0 celsius. Product: CC1([C@@H]([C@@H]1\C=C(\C(=O)OCC)/F)C(=O)O[C@@H](C1=CC(=CC=C1)OC1=CC=CC=C1)C#N)C ((S)α-cyano-3-phenoxy-benzyl (1R,cis) 2,2-dimethyl-3(Z)-[2-fluoro-2-ethoxycarbonyl-ethenyl]-cyclopropane-1-carboxylate). Isolated yield 72.3%. RXN SMILES: N1C=CC=CC=1.C1(N=C=NC2CCCCC2)CCCCC1.[CH3:22][C:23]1([CH3:37])[C@@H:25](/[CH:26]=[C:27](\[F:33])/[C:28]([O:30][CH2:31][CH3:32])=[O:29])[C@H:24]1[C:34]([OH:36])=[O:35].[C:38]([C@@H:40](O)[C:41]1[CH:46]=[CH:45][CH:44]=[C:43]([O:47][C:48]2[CH:53]=[CH:52][CH:51]=[CH:50][CH:49]=2)[CH:42]=1)#[N:39]>C(Cl)Cl.CN(C)C1C=CN=CC=1>[CH3:37][C:23]1([CH3:22])[C@@H:25](/[CH:26]=[C:27](\[F:33])/[C:28]([O:30][CH2:31][CH3:32])=[O:29])[C@H:24]1[C:34]([O:36][C@H:40]([C:38]#[N:39])[C:41]1[CH:46]=[CH:45][CH:44]=[C:43]([O:47][C:48]2[CH:49]=[CH:50][CH:51]=[CH:52][CH:53]=2)[CH:42]=1)=[O:35]. Reported procedure: 1.9 ml of pyridine and 4.8 g of dicyclohexylcarbodiimide were added to a solution of 4.9 g of (1R,cis) 2,2-dimethyl-3(Z)-[2-fluoro-2-ethoxycarbonyl-ethenyl]-cyclopropane-1-carboxylic acid in 39 ml of methylene chloride and a solution of 5.3 g of (S)α-cyano-3-phenoxy-benzyl alcohol in 9.8 ml of methylene chloride was added with stirring to the mixture. After stirring the mixture for 2 hours, 30 mg of 4-dimethylamino-pyridine were added thereto and the mixture was stirred for 2 hours. The mixture ... The reactants are C(CCCC)C1CCC(CC1)C1C(CCCC1)=O (4-pentylcyclohexylcyclohexanone), Cl (hydrochloric acid). Run in O1CCCC1 (tetrahydrofuran). Run at temperature 0 celsius, time 2 hour. The product is C(CCCC)C1=CC=C(C=C1)C1=CC=C(C=C1)C1=CCC(CC1)[C@@H]1CC[C@H](CC1)CCCCC (4-pentyl-4'-[4-(trans-4-pentylcyclohexyl)cyclohexen-1-yl]biphenyl). As a reaction SMILES: [CH2:1]([CH:6]1[CH2:11][CH2:10][CH:9]([CH:12]2[CH2:17][CH2:16][CH2:15][CH2:14][C:13]2=O)[CH2:8][CH2:7]1)[CH2:2][CH2:3][CH2:4][CH3:5].Cl>O1CCCC1>[CH2:1]([C:6]1[CH:11]=[CH:10][C:9]([C:12]2[CH:17]=[CH:16][C:15]([C:15]3[CH2:16][CH2:17][CH:12]([C@H:9]4[CH2:10][CH2:11][C@H:6]([CH2:1][CH2:2][CH2:3][CH2:4][CH3:5])[CH2:7][CH2:8]4)[CH2:13][CH:14]=3)=[CH:14][CH:13]=2)=[CH:8][CH:7]=1)[CH2:2][CH2:3][CH2:4][CH3:5]. Procedure: A solution of 4-pentyl-4'-bromobiphenyl (2.8 g, 0.0092 mol) dissolved in tetrahydrofuran (50 ml) was reacted with Mg (0.22 g, 0.0092 mol) in nitrogen current to obtain 4-pentyl-4'-biphenylmagnesium bromide. The reaction liquid was cooled to 0° C. and to this liquid was added a tetrahydrofuran solution (50 ml) of 4-pentylcyclohexylcyclohexanone (2.3 g, 0.0092 mol). The mixture was refluxed at 50° C. for 2 hours and 3N hydrochloric acid (50 ml) was then added, followed by extracting the product wi... Reactants: C[Al](C)C, Cc1ccccc1, COC(=O)c1cc2nc(Nc3c(Cl)cncc3Cl)n(C)c2c2c1OC(C)(C)C2, Nc1cc(C(F)(F)F)ccc1F. Yields the product Cn1c(Nc2c(Cl)cncc2Cl)nc2cc(C(=O)Nc3cc(C(F)(F)F)ccc3F)c3c(c21)CC(C)(C)O3. Reaction SMILES: [CH3:41][Al:42]([CH3:43])[CH3:44].[CH3:45][c:46]1[cH:47][cH:48][cH:49][cH:50][cH:51]1.[Cl:1][c:2]1[cH:3][n:4][cH:5][c:6]([Cl:28])[c:7]1[NH:8][c:9]1[n:10][c:11]2[c:12]([n:13]1[CH3:14])[c:15]1[c:19]([c:20]([C:22]([O:24][CH3:23])=[O:25])[cH:21]2)[O:18][C:17]([CH3:26])([CH3:27])[CH2:16]1.[F:29][c:30]1[c:31]([NH2:32])[cH:33][c:34]([C:37]([F:38])([F:39])[F:40])[cH:35][cH:36]1>>[Cl:1][c:2]1[cH:3][n:4][cH:5][c:6]([Cl:28])[c:7]1[NH:8][c:9]1[n:10][c:11]2[c:12]([n:13]1[CH3:14])[c:15]1[c:19]([c:20]([C:22](=[O:24])[NH:32][c:31]3[c:30]([F:29])[cH:36][cH:35][c:34]([C:37]([F:38])([F:39])[F:40])[cH:33]3)[cH:21]2)[O:18][C:17]([CH3:26])([CH3:27])[CH2:16]1. Starting materials: CN(C)c1ccc(N=C=O)cc1, ClCCl, CC(C)(C)OC(=O)NC1CCC(Nc2nc(N3CCc4cc(N)ccc43)c3ncn(C(=O)OC(C)(C)C)c3n2)CC1, O. Yields the product CN(C)c1ccc(NC(=O)Nc2ccc3c(c2)CCN3c2nc(NC3CCC(NC(=O)OC(C)(C)C)CC3)nc3c2ncn3C(=O)OC(C)(C)C)cc1. Reaction SMILES: [CH3:42][N:43]([c:44]1[cH:45][cH:46][c:47]([N:50]=[C:51]=[O:52])[cH:48][cH:49]1)[CH3:53].[Cl:54][CH2:55][Cl:56].[NH2:1][c:2]1[cH:3][c:4]2[c:8]([cH:9][cH:10]1)[N:7]([c:11]1[c:12]3[n:13][cH:14][n:15]([C:35](=[O:36])[O:37][C:38]([CH3:39])([CH3:40])[CH3:41])[c:16]3[n:17][c:18]([NH:20][CH:21]3[CH2:22][CH2:23][CH:24]([NH:27][C:28](=[O:29])[O:30][C:31]([CH3:32])([CH3:33])[CH3:34])[CH2:25][CH2:26]3)[n:19]1)[CH2:6][CH2:5]2.[OH2:57]>>[NH:1]([c:2]1[cH:3][c:4]2[c:8]([cH:9][cH:10]1)[N:7]([c:11]1[c:12]3[n:13][cH:14][n:15]([C:35](=[O:36])[O:37][C:38]([CH3:39])([CH3:40])[CH3:41])[c:16]3[n:17][c:18]([NH:20][CH:21]3[CH2:22][CH2:23][CH:24]([NH:27][C:28](=[O:29])[O:30][C:31]([CH3:32])([CH3:33])[CH3:34])[CH2:25][CH2:26]3)[n:19]1)[CH2:6][CH2:5]2)[C:51]([NH:50][c:47]1[cH:46][cH:45][c:44]([N:43]([CH3:42])[CH3:53])[cH:49][cH:48]1)=[O:52].